Dataset: the Open Reaction Database (ORD), a public repository of structured organic reaction records. Task: describe an organic reaction: reactants, conditions, products, and yield Reactants: CC1CC2CN(C(=O)OC(C)(C)C)C(CNCc3ccccc3)C2C1, CCO. Product: CC1CC2CN(C(=O)OC(C)(C)C)C(CN)C2C1. As a reaction SMILES: [C:1]([CH3:2])([CH3:3])([CH3:4])[O:5][C:6](=[O:7])[N:8]1[CH:9]([CH2:17][NH:18][CH2:19][c:20]2[cH:21][cH:22][cH:23][cH:24][cH:25]2)[CH:10]2[CH2:11][CH:12]([CH3:16])[CH2:13][CH:14]2[CH2:15]1.[CH3:26][CH2:27][OH:28]>>[C:1]([CH3:2])([CH3:3])([CH3:4])[O:5][C:6](=[O:7])[N:8]1[CH:9]([CH2:17][NH2:18])[CH:10]2[CH2:11][CH:12]([CH3:16])[CH2:13][CH:14]2[CH2:15]1. Starting materials: poly-Q solution, COC(C1=CC=CC=C1)(C(=O)C2=CC=CC=C2)OC (Irgacure 651), CC(C)(C)C1=CC(=CC(=C1O)C(C)(C)C)CCC(=O)OCCSCCOC(=O)CCC2=CC(=C(C(=C2)C(C)(C)C)O)C(C)(C)C (Irganox 1035), CC1(CNCC(C1OC(=O)CCCCCCCCC(=O)OC2C(CNCC2(C)C)(C)C)(C)C)C (Tinuvin 123), CCC(=O)C (MEK), CCC(=O)C (MEK), CCC(=O)C (MEK), CCC(=O)C (MEK). Run in C1(CCCCC1)=O (cyclohexanone). Product: N(CCO)(CCO)CCO (Triethanolamine). Procedure details: A Part “B” solution was prepared by mixing 2.96 gm of 50% Ebcryl1290 in MEK, 1.29 gm of 28% Socal 322 (from Solvay Chemicals.) dispersion in cyclohexanone, 0.10 gm of 30% MEK-ST, 0.2 gm of a 25% poly-Q solution in MEK and 0.22 gm of a photoinitiator (PI) solution containing 24% of BMS, 12.7% of Irgacure 651, 2.4% of ITX, 6.34% of DBTDL and 1.58% of Irganox 1035 (thiodiethylene bis[3-(3,5-di-tert-butyl-4-hydroxyphenyl)propionate]) and 3.18% of Tinuvin 123 (decanedioic acid, bis(2,2,6,6-tetramethy... As a reaction SMILES: COC(OC)([C:10]([C:12]1C=CC=CC=1)=[O:11])C1C=CC=CC=1.CC(C1C(O)=C(C(C)(C)C)C=C(CCC(OCCSCCOC(CCC2C=[C:54](C(C)(C)C)[C:53]([OH:60])=C(C(C)(C)C)C=2)=O)=O)C=1)(C)C.CC1(C)C(OC(CCCCCCCCC(OC2[C:91](C)(C)[CH2:90][NH:89]CC2(C)C)=O)=O)C(C)(C)CNC1.CCC(C)=[O:102]>C1(=O)CCCCC1>[N:89]([CH2:12][CH2:10][OH:11])([CH2:54][CH2:53][OH:60])[CH2:90][CH2:91][OH:102]. Reaction SMILES: CC(C)([O-])C.[K+].[CH2:7]([O:14][C:15]1[CH:20]=[CH:19][C:18]([N+:21]([O-:23])=[O:22])=[CH:17][C:16]=1[C:24]([F:27])([F:26])[F:25])[C:8]1[CH:13]=[CH:12][CH:11]=[CH:10][CH:9]=1.ClC1C=CC([CH2:35][C:36]#[N:37])=CC=1.Cl>CN(C=O)C>[CH2:7]([O:14][C:15]1[C:16]([C:24]([F:25])([F:26])[F:27])=[CH:17][C:18]([N+:21]([O-:23])=[O:22])=[C:19]([CH2:35][C:36]#[N:37])[CH:20]=1)[C:8]1[CH:9]=[CH:10][CH:11]=[CH:12][CH:13]=1 |f:0.1|. Run at temperature -10 celsius, time 1 hour. Yield: 96.0%. Solvent: CN(C)C=O (DMF), CN(C)C=O (DMF). The product is C(C1=CC=CC=C1)OC=1C(=CC(=C(C1)CC#N)[N+](=O)[O-])C(F)(F)F (5-benzyloxy-2-nitro-4-(trifluoromethyl)phenylacetonitrile). The reactants are Cl (hydrochloric acid), CC(C)([O-])C.[K+] (Potassium tert-butoxide), C(C1=CC=CC=C1)OC1=C(C=C(C=C1)[N+](=O)[O-])C(F)(F)F (2-benzyloxy-5-nitro-trifluoromethylbenzene), ClC1=CC=C(C=C1)CC#N (4-chlorophenylacetonitrile). Procedure: Potassium tert-butoxide (3.94 g, 35.4 mmol) was dissolved in anhydrous DMF (15 ml) and a mixture of 2-benzyloxy-5-nitro-trifluoromethylbenzene (3.5 g, 16.1 mmol) and 4-chlorophenylacetonitrile (2.96 g, 17.7 mmol) in DMF (20 ml) was added over 30 minutes keeping the temperature at −15° C. The mixture was stirred at −10° C. for 1 hour, then poured into 1M hydrochloric acid (150 ml) and the product extracted with dichloromethane (2×100 ml). The organic extracts were dried (MgSO4) and purified by si...